This data is from the Open Reaction Database (ORD), a public repository of structured organic reaction records. The task is: describe an organic reaction: reactants, conditions, products, and yield The reactants are CCC(NC(c1ccccc1)(c1ccccc1)c1ccccc1)C(C)=O, C[Mg+], CCOCC, [I-], O. Yields the product CCC(NC(c1ccccc1)(c1ccccc1)c1ccccc1)C(C)(C)O. As a reaction SMILES: [C:1]([c:2]1[cH:3][cH:4][cH:5][cH:6][cH:7]1)([c:8]1[cH:9][cH:10][cH:11][cH:12][cH:13]1)([c:14]1[cH:15][cH:16][cH:17][cH:18][cH:19]1)[NH:20][CH:21]([C:22]([CH3:23])=[O:24])[CH2:25][CH3:26].[CH3:28][Mg+:29].[CH3:31][CH2:32][O:33][CH2:34][CH3:35].[I-:27].[OH2:30]>>[C:1]([c:2]1[cH:3][cH:4][cH:5][cH:6][cH:7]1)([c:8]1[cH:9][cH:10][cH:11][cH:12][cH:13]1)([c:14]1[cH:15][cH:16][cH:17][cH:18][cH:19]1)[NH:20][CH:21]([C:22]([CH3:23])([OH:24])[CH3:28])[CH2:25][CH3:26]. Starting materials: [OH-].[Na+] (sodium hydroxide), ice water, C([O-])([O-])=O.[K+].[K+] (potassium carbonate), BrC1=C(C=C(C(=O)OC)C=C1)C(=O)OC (dimethyl 4-bromoisophthalate), CSC1=CC(=C(C=C1)O)CCCCCC (4-methylthio-2-(n-hexyl)-phenol). The reagents and catalysts are [Cu] (copper). The solvent is 3-1, C(C)O.O (ethanol water), [N+](=O)([O-])C1=CC=CC=C1 (nitrobenzene). Reaction conditions: temperature 140 celsius. Product: CSC1=CC(=C(OC2=C(C=C(C(=O)O)C=C2)C(=O)O)C=C1)CCCCCC (4-[4'-methylthio-2'-(n-hexyl)-phenoxy]-isophthalic acid). Yield: 74.7%. RXN SMILES: C(=O)([O-])[O-].[K+].[K+].Br[C:8]1[CH:17]=[CH:16][C:11]([C:12]([O:14]C)=[O:13])=[CH:10][C:9]=1[C:18]([O:20]C)=[O:19].[CH3:22][S:23][C:24]1[CH:29]=[CH:28][C:27]([OH:30])=[C:26]([CH2:31][CH2:32][CH2:33][CH2:34][CH2:35][CH3:36])[CH:25]=1.[OH-].[Na+]>[N+](C1C=CC=CC=1)([O-])=O.[Cu].C(O)C.O>[CH3:22][S:23][C:24]1[CH:29]=[CH:28][C:27]([O:30][C:8]2[CH:17]=[CH:16][C:11]([C:12]([OH:14])=[O:13])=[CH:10][C:9]=2[C:18]([OH:20])=[O:19])=[C:26]([CH2:31][CH2:32][CH2:33][CH2:34][CH2:35][CH3:36])[CH:25]=1 |f:0.1.2,5.6,9.10|. Reported procedure: 0.4 g of copper powder and 5.5 g (0.04 mole) of potassium carbonate were added to a solution of 5.5 g (0.02 mole) of dimethyl 4-bromoisophthalate and 4.5 g (0.02 mole) of 4-methylthio-2-(n-hexyl)-phenol in 40 ml of nitrobenzene and the mixture was heated under a nitrogen atmosphere at 140° C for 3 hours and then was cooled. A solution of 3.2 g (0.08 mole) of sodium hydroxide in 60 ml of a 3-1 ethanol-water mixture was added thereto and the mixture was refluxed for 1 hour and then was poured into... Starting materials: C(F)(F)(F)C(F)(F)C(F)(F)C(F)(F)OCC(F)(F)C(=O)O (CF3CF2CF2CF2OCH2CF2COOH), N (ammonia), [OH-].[Na+] (sodium hydroxide). The product is C(F)(F)(F)C(F)(F)C(F)(F)C(F)(F)OCC(F)(F)C(=O)[O-].[NH4+] (CF3CF2CF2CF2OCH2CF2COONH4). As a reaction SMILES: [C:1]([C:5]([C:8]([C:11]([O:14][CH2:15][C:16]([C:19]([OH:21])=[O:20])([F:18])[F:17])([F:13])[F:12])([F:10])[F:9])([F:7])[F:6])([F:4])([F:3])[F:2].[NH3:22].[OH-].[Na+]>>[C:1]([C:5]([C:8]([C:11]([O:14][CH2:15][C:16]([C:19]([O-:21])=[O:20])([F:18])[F:17])([F:12])[F:13])([F:10])[F:9])([F:7])[F:6])([F:4])([F:3])[F:2].[NH4+:22] |f:2.3,4.5|. Procedure: An aqueous solution of CF3CF2CF2CF2OCH2CF2COONH4 was prepared in the same manner as in Synthesis Example 1 except that the CF3CF2CF2CF2OCH2CF2COOH prepared in Synthesis Example 3 was neutralized to pH 7 using aqueous ammonia in lieu of the aqueous solution of sodium hydroxide.